Dataset: the Open Reaction Database (ORD), a public repository of structured organic reaction records. Task: describe an organic reaction: reactants, conditions, products, and yield Starting materials: O=C([O-])[O-], C1CNCCN1, CC#N, [K+], [K+], BrCCc1coc2ccccc12. Yields the product c1ccc2c(CCN3CCNCC3)coc2c1. As a reaction SMILES: [C:19](=[O:20])([O-:21])[O-:22].[CH2:13]1[CH2:14][NH:15][CH2:16][CH2:17][NH:18]1.[CH3:25][C:26]#[N:27].[K+:23].[K+:24].[o:1]1[cH:2][c:3]([CH2:10][CH2:11][Br:12])[c:4]2[c:5]1[cH:6][cH:7][cH:8][cH:9]2>>[o:1]1[cH:2][c:3]([CH2:10][CH2:11][N:15]2[CH2:14][CH2:13][NH:18][CH2:17][CH2:16]2)[c:4]2[c:5]1[cH:6][cH:7][cH:8][cH:9]2. Starting materials: C(O)([O-])=O.[Na+] (sodium hydrogen carbonate), O (water), N[C@@H](CN(C(CCl)=O)[C@@H](C(=O)NC)CC1=CC=CC=C1)CC1=CC2=CC=CC=C2C=C1 ((2R)-2-(N-((2R)-2-Amino-3-(2-naphthyl)propyl)-N-chloroacetyl-amino)-N-methyl-3-phenylpropionamide). The solvent is CO (methanol). Run at time 8 hour. Yields the product CNC([C@@H](CC1=CC=CC=C1)N1C(CN[C@@H](C1)CC1=CC2=CC=CC=C2C=C1)=O)=O ((2R)-N-methyl-2-((5R)-5-((2-naphthyl)methyl)-2-oxopiperazin-1-yl)-3-phenylpropionamide). The yield is 30.0%. As a reaction SMILES: [NH2:1][C@H:2]([CH2:21][C:22]1[CH:31]=[CH:30][C:29]2[C:24](=[CH:25][CH:26]=[CH:27][CH:28]=2)[CH:23]=1)[CH2:3][N:4]([C@H:9]([CH2:14][C:15]1[CH:20]=[CH:19][CH:18]=[CH:17][CH:16]=1)[C:10]([NH:12][CH3:13])=[O:11])[C:5](=[O:8])[CH2:6]Cl.C(=O)([O-])O.[Na+].O>CO>[CH3:13][NH:12][C:10](=[O:11])[C@H:9]([N:4]1[CH2:3][C@@H:2]([CH2:21][C:22]2[CH:31]=[CH:30][C:29]3[C:24](=[CH:25][CH:26]=[CH:27][CH:28]=3)[CH:23]=2)[NH:1][CH2:6][C:5]1=[O:8])[CH2:14][C:15]1[CH:20]=[CH:19][CH:18]=[CH:17][CH:16]=1 |f:1.2|. Procedure details: (2R)-2-(N-((2R)-2-Amino-3-(2-naphthyl)propyl)-N-chloroacetyl-amino)-N-methyl-3-phenylpropionamide (0.69 g, 1.58 mmol) was dissolved in methanol (14 ml) and sodium hydrogen carbonate (0.40 g, 4.73 mmol) and water (7 ml) were added. The mixture was stirred overnight at room temperature. The solvent was removed in vacuo and the residue was dissolved in a mixture of ethyl acetate (30 ml) and saturated aqueous sodium hydrogen carbonate (20 ml). The mixture was extracted with ethyl acetate (4×20 ml). ... Starting materials: BrC1=CN=C2N1C=CC(=N2)C(F)(F)F (3-Bromo-7-trifluoromethylimidazo[1,2-α]pyrimidine), C(#N)C1=C(C=CC=C1)C1=C(C(=CC=C1F)B(O)O)F (2′-cyano-2,6-difluorobiphenyl-3-boronic acid). The product is FC1=C(C(=CC=C1C1=CN=C2N1C=CC(=N2)C(F)(F)F)F)C=2C(=CC=CC2)C#N (2′,6′-difluoro-3′-(7-trifluoromethylimidazo[1,2-α]pyrimidin-3-yl)biphenyl-2-carbonitrile). As a reaction SMILES: Br[C:2]1[N:6]2[CH:7]=[CH:8][C:9]([C:11]([F:14])([F:13])[F:12])=[N:10][C:5]2=[N:4][CH:3]=1.[C:15]([C:17]1[CH:22]=[CH:21][CH:20]=[CH:19][C:18]=1[C:23]1[C:28]([F:29])=[CH:27][CH:26]=[C:25](B(O)O)[C:24]=1[F:33])#[N:16]>>[F:29][C:28]1[C:27]([C:2]2[N:6]3[CH:7]=[CH:8][C:9]([C:11]([F:14])([F:13])[F:12])=[N:10][C:5]3=[N:4][CH:3]=2)=[CH:26][CH:25]=[C:24]([F:33])[C:23]=1[C:18]1[C:17]([C:15]#[N:16])=[CH:22][CH:21]=[CH:20][CH:19]=1. Reported procedure: 3-Bromo-7-trifluoromethylimidazo[1,2-α]pyrimidine and 2′-cyano-2,6-difluorobiphenyl-3-boronic acid were coupled using the procedure described in Example 1 to give 2′,6′-difluoro-3′-(7-trifluoromethylimidazo[1,2-α]pyrimidin-3-yl)biphenyl-2-carbonitrile as a white solid: δH (360 MHz, CDCl3) 7.30-7.34 (2H, m), 7.59-7.68 (3H, m), 7.75-7.79 (1H, m), 7.88 (1H, dd, J 7 and 1), 8.13 (1H, s), 8.78 (1H, dd, J 7 and 4). Starting materials: C(C=C)NC1=CC(=NC2=CC=C(C=C12)Cl)NCC1=C(C=C(C=C1)F)OC (N4-Allyl-6-chloro —N2-(4-fluoro-2-methoxy-benzyl)-quinoline-2,4-diamine), C(C1=CC=CC=C1)N (benzylamine). Product: C(C1=CC=CC=C1)NC=1C=C2C(=CC(=NC2=CC1)NCC1=C(C=C(C=C1)F)OC)N (N6-Benzyl-N2-(4-fluoro-2-methoxy-benzyl)-quinoline-2,4,6-triamine), foam. Yield: 16.0%. As a reaction SMILES: C([NH:4][C:5]1[C:14]2[C:9](=[CH:10][CH:11]=[C:12](Cl)[CH:13]=2)[N:8]=[C:7]([NH:16][CH2:17][C:18]2[CH:23]=[CH:22][C:21]([F:24])=[CH:20][C:19]=2[O:25][CH3:26])[CH:6]=1)C=C.[CH2:27]([NH2:34])[C:28]1[CH:33]=[CH:32][CH:31]=[CH:30][CH:29]=1>>[CH2:27]([NH:34][C:12]1[CH:13]=[C:14]2[C:9](=[CH:10][CH:11]=1)[N:8]=[C:7]([NH:16][CH2:17][C:18]1[CH:23]=[CH:22][C:21]([F:24])=[CH:20][C:19]=1[O:25][CH3:26])[CH:6]=[C:5]2[NH2:4])[C:28]1[CH:33]=[CH:32][CH:31]=[CH:30][CH:29]=1. Procedure details: N4-Allyl-6-chloro —N2-(4-fluoro-2-methoxy-benzyl)-quinoline-2,4-diamine (prepared from (4-bromo-6-chloro-quinolin-2-yl)-(4-fluoro-2-methoxy-benzyl)-amine and allylamine as described in example 40, step A) was coupled with benzylamine as described in example 30, step D. The title compound was obtained as a light brown foam (16%), MS: m/e=403.4 (M+H+). Starting materials: C1CCOC1, O=C(NOC(=O)Oc1ccccc1)Oc1ccccc1, CC(C)OC(=O)N=NC(=O)OC(C)C, CC(O)C#Cc1ccc2c(c1)CCN(Cc1ccc(-c3ccc(F)cc3)cn1)C2=O, c1ccc(P(c2ccccc2)c2ccccc2)cc1. Yields the product CC(C#Cc1ccc2c(c1)CCN(Cc1ccc(-c3ccc(F)cc3)cn1)C2=O)N(OC(=O)Oc1ccccc1)C(=O)Oc1ccccc1. Reaction SMILES: [CH2:84]1[O:85][CH2:86][CH2:87][CH2:88]1.[O:31]([c:32]1[cH:33][cH:34][cH:35][cH:36][cH:37]1)[C:38](=[O:39])[NH:40][O:41][C:42](=[O:43])[O:44][c:45]1[cH:46][cH:47][cH:48][cH:49][cH:50]1.[O:70]=[C:71]([O:72][CH:73]([CH3:74])[CH3:75])[N:76]=[N:77][C:78]([O:79][CH:80]([CH3:81])[CH3:82])=[O:83].[OH:1][CH:2]([C:3]#[C:4][c:5]1[cH:6][c:7]2[c:12]([cH:13][cH:14]1)[C:11](=[O:15])[N:10]([CH2:16][c:17]1[n:18][cH:19][c:20](-[c:23]3[cH:24][cH:25][c:26]([F:29])[cH:27][cH:28]3)[cH:21][cH:22]1)[CH2:9][CH2:8]2)[CH3:30].[c:51]1([P:52]([c:53]2[cH:54][cH:55][cH:56][cH:57][cH:58]2)[c:59]2[cH:60][cH:61][cH:62][cH:63][cH:64]2)[cH:65][cH:66][cH:67][cH:68][cH:69]1>>[CH:2]([C:3]#[C:4][c:5]1[cH:6][c:7]2[c:12]([cH:13][cH:14]1)[C:11](=[O:15])[N:10]([CH2:16][c:17]1[n:18][cH:19][c:20](-[c:23]3[cH:24][cH:25][c:26]([F:29])[cH:27][cH:28]3)[cH:21][cH:22]1)[CH2:9][CH2:8]2)([CH3:30])[N:40]([C:38]([O:31][c:32]1[cH:33][cH:34][cH:35][cH:36][cH:37]1)=[O:39])[O:41][C:42](=[O:43])[O:44][c:45]1[cH:46][cH:47][cH:48][cH:49][cH:50]1. The reactants are Br, CC(=O)O, CCC(=O)OC1C(=O)N(CCN(C)C(=O)OCc2ccccc2)c2ccc(Cl)cc2SC1c1ccc(OC)cc1, c1ccccc1. Product: CCC(=O)OC1C(=O)N(CCNC)c2ccc(Cl)cc2SC1c1ccc(OC)cc1. As a reaction SMILES: [BrH:45].[C:41]([OH:42])(=[O:43])[CH3:44].[CH3:1][O:2][c:3]1[cH:4][cH:5][c:6]([CH:9]2[S:10][c:11]3[c:12]([cH:36][cH:37][c:38]([Cl:40])[cH:39]3)[N:13]([CH2:22][CH2:23][N:24]([CH3:25])[C:26]([O:27][CH2:28][c:29]3[cH:30][cH:31][cH:32][cH:33][cH:34]3)=[O:35])[C:14](=[O:21])[CH:15]2[O:16][C:17]([CH2:18][CH3:19])=[O:20])[cH:7][cH:8]1.[cH:46]1[cH:47][cH:48][cH:49][cH:50][cH:51]1>>[CH3:1][O:2][c:3]1[cH:4][cH:5][c:6]([CH:9]2[S:10][c:11]3[c:12]([cH:36][cH:37][c:38]([Cl:40])[cH:39]3)[N:13]([CH2:22][CH2:23][NH:24][CH3:25])[C:14](=[O:21])[CH:15]2[O:16][C:17]([CH2:18][CH3:19])=[O:20])[cH:7][cH:8]1.